From a dataset of the Open Reaction Database (ORD), a public repository of structured organic reaction records. describe an organic reaction: reactants, conditions, products, and yield Reactants: C(CC1=CC=CC=C1)NC([C@@H](N[C@H](C)C(=O)OCC)CC(C)C)=O (N[1-(R)-Ethoxycarbonylethyl]-L-Leucine N-phenethylamide), CC(=O)O (AcOH). The solvent is CO (MeOH), [OH-].[Na+] (NaOH). Reaction conditions: time 12 hour. Product: C(CC1=CC=CC=C1)NC([C@@H](N[C@H](C)C(=O)O)CC(C)C)=O (N[1-(R)-Carboxyethyl]-L-Leucine N-Phenethylamide). The yield is 61.5%. As a reaction SMILES: [CH2:1]([NH:9][C:10](=[O:24])[C@H:11]([CH2:20][CH:21]([CH3:23])[CH3:22])[NH:12][C@@H:13]([C:15]([O:17]CC)=[O:16])[CH3:14])[CH2:2][C:3]1[CH:8]=[CH:7][CH:6]=[CH:5][CH:4]=1.CC(O)=O>CO.[OH-].[Na+]>[CH2:1]([NH:9][C:10](=[O:24])[C@H:11]([CH2:20][CH:21]([CH3:23])[CH3:22])[NH:12][C@@H:13]([C:15]([OH:17])=[O:16])[CH3:14])[CH2:2][C:3]1[CH:8]=[CH:7][CH:6]=[CH:5][CH:4]=1 |f:3.4|. Procedure details: N[1-(R)-Ethoxycarbonylethyl]-L-Leucine N-phenethylamide (710 mg, 2.1 mM) was dissolved in MeOH (50 ml) and treated with IN NaOH (3 ml, 3 mM) at room temperature. After 12 h, the reaction mixture was acidified with AcOH and evaporated in vacuo to a solid which was washed with H2O and dried to yield the title compound (400 mg); m.p. 201°-205°; (Found: C, 66.44; H, 8.55; N,9.11; C17H26N2O3 requires C,66.64; H,8.55; N,9.14%); νmax (Nujol) 3330, 1660 and 1530 cm-1 ; δ (d6DMSO) 0.825 (6H,t,J=6.2 Hz, (...